This data is from the Open Reaction Database (ORD), a public repository of structured organic reaction records. The task is: describe an organic reaction: reactants, conditions, products, and yield The reactants are CC(C)O, COC(=O)c1ccc(-c2cnc(Cl)nn2)cc1, N, O. The product is COC(=O)c1ccc(-c2cnc(N)nn2)cc1. RXN SMILES: [CH:19]([OH:20])([CH3:21])[CH3:22].[Cl:1][c:2]1[n:3][n:4][c:5](-[c:8]2[cH:9][cH:10][c:11]([C:12](=[O:13])[O:14][CH3:15])[cH:16][cH:17]2)[cH:6][n:7]1.[NH3:18].[OH2:23]>>[c:2]1([NH2:18])[n:3][n:4][c:5](-[c:8]2[cH:9][cH:10][c:11]([C:12](=[O:13])[O:14][CH3:15])[cH:16][cH:17]2)[cH:6][n:7]1. Reactants: NC1=C(C(=NN1)NC1=CC(=CC=C1)Cl)C(=O)N (5-amino-3-((3-chlorophenyl)amino)-1H-pyrazole-4-carboxamide), C(C1=CC=CC=C1)OC(=O)N1C(CCC1)C=O (benzyl-2-formylpyrrolidine-1-carboxylate). The reagents and catalysts are N1CCCCC1 (piperidine). The solvent is CCO (EtOH). Product: C(N)(=O)C=1C(=NNC1N=CC1N(CCC1)C(=O)OCC1=CC=CC=C1)NC1=CC(=CC=C1)Cl (benzyl 2-(((4-carbamoyl-3-((3-chlorophenyl)amino)-1H-pyrazol-5-yl)imino)methyl)pyrrolidine-1-carboxylate). RXN SMILES: [NH2:1][C:2]1[NH:6][N:5]=[C:4]([NH:7][C:8]2[CH:13]=[CH:12][CH:11]=[C:10]([Cl:14])[CH:9]=2)[C:3]=1[C:15]([NH2:17])=[O:16].[CH2:18]([O:25][C:26]([N:28]1[CH2:32][CH2:31][CH2:30][CH:29]1[CH:33]=O)=[O:27])[C:19]1[CH:24]=[CH:23][CH:22]=[CH:21][CH:20]=1>CCO.N1CCCCC1>[C:15]([C:3]1[C:4]([NH:7][C:8]2[CH:13]=[CH:12][CH:11]=[C:10]([Cl:14])[CH:9]=2)=[N:5][NH:6][C:2]=1[N:1]=[CH:33][CH:29]1[CH2:30][CH2:31][CH2:32][N:28]1[C:26]([O:25][CH2:18][C:19]1[CH:24]=[CH:23][CH:22]=[CH:21][CH:20]=1)=[O:27])(=[O:16])[NH2:17]. Procedure details: 5-amino-3-((3-chlorophenyl)amino)-1H-pyrazole-4-carboxamide was then suspended in EtOH and benzyl-2-formylpyrrolidine-1-carboxylate (1 eq.) and piperidine (1 drop) were added. Stirred at reflux until intermediate was absent (HPLC). After reaction was complete (18 hrs) it was brought to room temperature and filtered to obtain product as a yellow powder. Powder was washed with EtOH. Product was allowed to dry under vacuum for 1 hr. The reactants are O.OCC(CO)OCN1C=2N=C(NC(C2N=C1)=O)N (9-(1,3-dihydroxy-2-propoxymethyl)guanine monohydrate), C(C)(=O)OC(C)=O (acetic anhydride), CN(C=O)C (dimethylformamide), N1=CC=CC=C1 (pyridine). The solvent is CCOCC (Et2O). Run at time 4 day. The product is C(C)(=O)OCC(COC(C)=O)OCN1C=2N=C(NC(C2N=C1)=O)N (9-(1,3-Diacetoxy-2-propoxymethyl)guanine). As a reaction SMILES: O.[OH:2][CH2:3][CH:4]([O:7][CH2:8][N:9]1[CH:17]=[N:16][C:15]2[C:14](=[O:18])[NH:13][C:12]([NH2:19])=[N:11][C:10]1=2)[CH2:5][OH:6].[C:20](OC(=O)C)(=[O:22])[CH3:21].CN(C)[CH:29]=[O:30].N1C=CC=C[CH:33]=1>CCOCC>[C:20]([O:2][CH2:3][CH:4]([O:7][CH2:8][N:9]1[CH:17]=[N:16][C:15]2[C:14](=[O:18])[NH:13][C:12]([NH2:19])=[N:11][C:10]1=2)[CH2:5][O:6][C:29](=[O:30])[CH3:33])(=[O:22])[CH3:21] |f:0.1|. Procedure details: A mixture of 205 mg (0.75 mmole) of 9-(1,3-dihydroxy-2-propoxymethyl)guanine monohydrate, 1.5 ml of acetic anhydride, 6 ml of dry dimethylformamide, and 1.5 ml of dry pyridine was stirred at room temperature under a drying tube for 4 days. Then the mixture was diluted with 15 ml of Et2O. The solid was collected on a filter and washed with Et2O. After recrystallization from 2-methoxyethanol, yield of colorless crystals=149 mg (59% ), m.p. 239°-240°. The material was homogenous by TLC (9:1 CHCl3 -... Procedure: To a stirred solution of (2-fluoro-9-isopropyl-9H-purin-6-yl)-pyridin-3-ylmethyl-amine (30 mg, 1 eq, 0.10 mmol) in n-BuOH/DMSO (2.5 mL, 4:1) at room temperature under an argon atmosphere was added DIEA (0.2 mL, 10.96 eq, 1.14 mmol) followed by (2S,3R)-3-amino-pentan-2-ol (60 mg, 5.5 eq, 0.58 mmol). The reaction mixture was placed in a preheated oil bath at 160° C. and stirred at this temperature for 72 h. The reaction mixture was allowed to cool to room temperature and the solvent was evaporated... Run in CCCCO.CS(=O)C (n-BuOH DMSO). Conditions: time 72 hour. RXN SMILES: F[C:2]1[N:10]=[C:9]2[C:5]([N:6]=[CH:7][N:8]2[CH:11]([CH3:13])[CH3:12])=[C:4]([NH:14][CH2:15][C:16]2[CH:17]=[N:18][CH:19]=[CH:20][CH:21]=2)[N:3]=1.CCN([CH:28]([CH3:30])[CH3:29])C(C)C.[NH2:31][C@H:32](CC)[C@@H:33]([OH:35])C>CCCCO.CS(C)=O>[CH:11]([N:8]1[CH:7]=[N:6][C:5]2[C:9]1=[N:10][C:2]([NH:31][CH2:32][CH:33]([OH:35])[CH2:30][CH2:28][CH3:29])=[N:3][C:4]=2[NH:14][CH2:15][C:16]1[CH:17]=[N:18][CH:19]=[CH:20][CH:21]=1)([CH3:13])[CH3:12] |f:3.4|. Reactants: FC1=NC(=C2N=CN(C2=N1)C(C)C)NCC=1C=NC=CC1 ((2-fluoro-9-isopropyl-9H-purin-6-yl)-pyridin-3-ylmethyl-amine), CCN(C(C)C)C(C)C (DIEA), N[C@@H]([C@H](C)O)CC ((2S,3R)-3-amino-pentan-2-ol). The product is C(C)(C)N1C2=NC(=NC(=C2N=C1)NCC=1C=NC=CC1)NCC(CCC)O ((9-Isopropyl-6-[(pyridin-3-ylmethyl)-amino]-9H-purin-2-ylamino}-pentan-2-ol). Starting materials: NC1=CC=NC=C1 (4-aminopyridine), [N-]=C=O.C(C)OC(CCN)=O (beta-alanine ethyl ester isocyanate). The solvent is C(C)#N (acetonitrile). Yields the product C(C)OC(CCNC(NC1=CC=NC=C1)=O)=O (4-pyridylcarbamoyl-beta-alanine ethyl ester). Isolated yield 99.0%. RXN SMILES: [NH2:1][C:2]1[CH:7]=[CH:6][N:5]=[CH:4][CH:3]=1.[N-:8]=[C:9]=[O:10].[CH2:11]([O:13][C:14](=[O:18])[CH2:15][CH2:16]N)[CH3:12]>C(#N)C>[CH2:11]([O:13][C:14](=[O:18])[CH2:15][CH2:16][NH:8][C:9](=[O:10])[NH:1][C:2]1[CH:7]=[CH:6][N:5]=[CH:4][CH:3]=1)[CH3:12] |f:1.2|. Reported procedure: A solution of 1 g (10.64 mmol) of 4-aminopyridine and 2.3 g (15.9 mmol) of beta-alanine ethyl ester isocyanate in 30 ml of anhydrous acetonitrile is agitated for 20 hr at room temperature. After concentration to dryness and trituration of the resulting oily residue in ether (4 × 20 ml), 2.5 g (yield 88%) of 4-pyridylcarbamoyl-beta-alanine ethyl ester is obtained in the form of a solid having a melting point of 95° C. Reactants: NC1=C(C=C(C=C1)C1=NN(C2=NC=NC(=C21)N)C2CCN(CC2)C2CCN(CC2)C)OC (3-(4-amino-3-methoxyphenyl)-1-[1-(1-methylpiperidin-4-yl)piperidin-4-yl]-1H-pyrazolo[3,4-d]pyrimidin-4-amine), FC(OC1=CC=C(C=C1)C(=O)Cl)(F)F (4-(trifluoromethoxy)-1-benzenecarbonyl chloride). The solvent is N1=CC=CC=C1 (pyridine), ClCCl (dichloromethane). Conditions: temperature -5 celsius, time 30 minute. The product is NC1=C2C(=NC=N1)N(N=C2C2=CC(=C(C=C2)NC(C2=CC=C(C=C2)OC(F)(F)F)=O)OC)C2CCN(CC2)C2CCN(CC2)C (N1-(4-{4-amino-1-[1-(1-methylpiperidin-4-yl)piperidin-4-yl]-1H-pyrazolo[3,4-d]pyrimidin-3-yl}-2-methoxyphenyl)-4-(trifluoromethoxy)benzamide). The yield is 66.8%. RXN SMILES: [NH2:1][C:2]1[CH:7]=[CH:6][C:5]([C:8]2[C:16]3[C:11](=[N:12][CH:13]=[N:14][C:15]=3[NH2:17])[N:10]([CH:18]3[CH2:23][CH2:22][N:21]([CH:24]4[CH2:29][CH2:28][N:27]([CH3:30])[CH2:26][CH2:25]4)[CH2:20][CH2:19]3)[N:9]=2)=[CH:4][C:3]=1[O:31][CH3:32].[F:33][C:34]([F:46])([F:45])[O:35][C:36]1[CH:41]=[CH:40][C:39]([C:42](Cl)=[O:43])=[CH:38][CH:37]=1>N1C=CC=CC=1.ClCCl>[NH2:17][C:15]1[N:14]=[CH:13][N:12]=[C:11]2[N:10]([CH:18]3[CH2:23][CH2:22][N:21]([CH:24]4[CH2:29][CH2:28][N:27]([CH3:30])[CH2:26][CH2:25]4)[CH2:20][CH2:19]3)[N:9]=[C:8]([C:5]3[CH:6]=[CH:7][C:2]([NH:1][C:42](=[O:43])[C:39]4[CH:40]=[CH:41][C:36]([O:35][C:34]([F:33])([F:45])[F:46])=[CH:37][CH:38]=4)=[C:3]([O:31][CH3:32])[CH:4]=3)[C:16]=12. Procedure details: A solution of 3-(4-amino-3-methoxyphenyl)-1-[1-(1-methylpiperidin-4-yl)piperidin-4-yl]-1H-pyrazolo[3,4-d]pyrimidin-4-amine (0.450 g, 1.03 mmol) in pyridine (8 mL) at −5° C. was treated with a solution of 4-(trifluoromethoxy)-1-benzenecarbonyl chloride (0.231 g, 1.03 mmol) in dichloromethane (2.5 mL) drop-wise. The reaction mixture was stirred at −5° C. for 30 min. The ice bath was removed and the reaction mixture was stirred at room temperature for 3 h. 1 N sodium hydroxide solution (10 mL) was ... Starting materials: ClCCl, FS(F)(F)N1CCOCC1, CC(C)(C)OC(=O)N1CC2C(O)CCC(c3ccccc3)(c3ccccc3)C2C1. Yields the product CC(C)(C)OC(=O)N1CC2C(F)CCC(c3ccccc3)(c3ccccc3)C2C1. As a reaction SMILES: [Cl:40][CH2:41][Cl:42].[O:1]1[CH2:2][CH2:3][N:4]([S:5]([F:6])([F:7])[F:8])[CH2:9][CH2:10]1.[c:11]1([C:17]2([c:34]3[cH:35][cH:36][cH:37][cH:38][cH:39]3)[CH2:18][CH2:19][CH:20]([OH:33])[CH:21]3[CH2:22][N:23]([C:26](=[O:27])[O:28][C:29]([CH3:30])([CH3:31])[CH3:32])[CH2:24][CH:25]23)[cH:12][cH:13][cH:14][cH:15][cH:16]1>>[F:8][CH:20]1[CH2:19][CH2:18][C:17]([c:11]2[cH:12][cH:13][cH:14][cH:15][cH:16]2)([c:34]2[cH:35][cH:36][cH:37][cH:38][cH:39]2)[CH:25]2[CH:21]1[CH2:22][N:23]([C:26](=[O:27])[O:28][C:29]([CH3:30])([CH3:31])[CH3:32])[CH2:24]2.